From a dataset of the Open Reaction Database (ORD), a public repository of structured organic reaction records. describe an organic reaction: reactants, conditions, products, and yield Starting materials: CCOP(=O)(C#N)OCC, CNC, CN(C)C=O, CCN(C(C)C)C(C)C, Cl, CCCCC(C(=O)O)N1CCC(CNC(=O)c2cc(Cl)c(N)nc2OC)CC1. Product: CCCCC(C(=O)N(C)C)N1CCC(CNC(=O)c2cc(Cl)c(N)nc2OC)CC1. Reaction SMILES: [C:29]([P:30](=[O:31])([O:32][CH2:33][CH3:34])[O:35][CH2:36][CH3:37])#[N:38].[CH3:40][NH:41][CH3:42].[CH3:52][N:53]([CH3:54])[CH:55]=[O:56].[CH:43]([N:44]([CH2:45][CH3:46])[CH:47]([CH3:48])[CH3:49])([CH3:50])[CH3:51].[ClH:39].[NH2:1][c:2]1[c:3]([Cl:28])[cH:4][c:5]([C:10](=[O:11])[NH:12][CH2:13][CH:14]2[CH2:15][CH2:16][N:17]([CH:20]([C:21](=[O:22])[OH:23])[CH2:24][CH2:25][CH2:26][CH3:27])[CH2:18][CH2:19]2)[c:6]([O:8][CH3:9])[n:7]1>>[NH2:1][c:2]1[c:3]([Cl:28])[cH:4][c:5]([C:10](=[O:11])[NH:12][CH2:13][CH:14]2[CH2:15][CH2:16][N:17]([CH:20]([C:21](=[O:23])[N:41]([CH3:40])[CH3:42])[CH2:24][CH2:25][CH2:26][CH3:27])[CH2:18][CH2:19]2)[c:6]([O:8][CH3:9])[n:7]1. The reactants are C(#N)C=1C(=C2C=CC=NC2=C(C1C#N)O)O (6,7-dicyano-5,8-dihydroxyquinoline), C(CCC)Br (butyl bromide), CN(C)C=O (DMF), C(C)(=O)OCC (ethyl acetate), C([O-])([O-])=O.[K+].[K+] (potassium carbonate). Reaction conditions: temperature 50 celsius, time 8 hour. Yields the product C(CCC)OC1=C2C=CC=NC2=C(C(=C1C#N)C#N)OCCCC (5,8-dibutoxy-6,7-dicyanoquinoline). Reaction SMILES: [C:1]([C:3]1[C:4]([OH:16])=[C:5]2[C:10](=[C:11](O)[C:12]=1[C:13]#[N:14])[N:9]=[CH:8][CH:7]=[CH:6]2)#[N:2].[CH2:17](Br)[CH2:18][CH2:19][CH3:20].[C:22](=[O:25])([O-])[O-].[K+].[K+].C(O[CH2:32][CH3:33])(=O)C.[CH3:34]N(C=O)C>>[CH2:17]([O:16][C:4]1[C:3]([C:1]#[N:2])=[C:12]([C:13]#[N:14])[C:11]([O:25][CH2:22][CH2:34][CH2:32][CH3:33])=[C:10]2[C:5]=1[CH:6]=[CH:7][CH:8]=[N:9]2)[CH2:18][CH2:19][CH3:20] |f:2.3.4|. Reported procedure: The dinitrile 3 (1.39 g; 6.58 mmol) in DMF (25 mL) was treated with butyl bromide (2.0 mL; 2.55 g; 19 mmol) followed by freshly dried potassium carbonate (2 g) and then the resulting mixture was stirred at 50° C. overnight. After this time ethyl acetate (200 mL) was added and the whole was poured onto water (200 mL) and shaken. After separating the layers, the aqueous layer was extracted with more ethyl acetate (100 mL) and then the combined organic layers were washed with water (3×250 mL), drie... Starting materials: COCC1(CO)CCN(Cc2ccccc2)C1, O=C1NC(=O)c2ccccc21, CCOC(=O)N=NC(=O)OCC, C1CCOC1, c1ccc(P(c2ccccc2)c2ccccc2)cc1. Product: COCC1(CN2C(=O)c3ccccc3C2=O)CCN(Cc2ccccc2)C1. RXN SMILES: [CH2:1]([c:2]1[cH:3][cH:4][cH:5][cH:6][cH:7]1)[N:8]1[CH2:9][C:10]([CH2:13][O:14][CH3:15])([CH2:16][OH:17])[CH2:11][CH2:12]1.[O:37]=[C:38]1[NH:39][C:40](=[O:41])[c:42]2[cH:43][cH:44][cH:45][cH:46][c:47]21.[O:48]=[C:49]([O:50][CH2:51][CH3:52])[N:53]=[N:54][C:55]([O:56][CH2:57][CH3:58])=[O:59].[O:60]1[CH2:61][CH2:62][CH2:63][CH2:64]1.[c:18]1([P:19]([c:20]2[cH:21][cH:22][cH:23][cH:24][cH:25]2)[c:26]2[cH:27][cH:28][cH:29][cH:30][cH:31]2)[cH:32][cH:33][cH:34][cH:35][cH:36]1>>[CH2:1]([c:2]1[cH:3][cH:4][cH:5][cH:6][cH:7]1)[N:8]1[CH2:9][C:10]([CH2:13][O:14][CH3:15])([CH2:16][N:39]2[C:38](=[O:37])[c:47]3[c:42]([cH:43][cH:44][cH:45][cH:46]3)[C:40]2=[O:41])[CH2:11][CH2:12]1. The reactants are CCOC(=O)c1ccc2sc(CCl)c(C)c2c1, CN(C)C=O, [H-], [Na+], c1c[nH]cn1. Yields the product CCOC(=O)c1ccc2sc(Cc3ncc[nH]3)c(C)c2c1. RXN SMILES: [CH2:8]([CH3:9])[O:10][C:11](=[O:12])[c:13]1[cH:14][c:15]2[c:16]([s:17][c:18]([CH2:21][Cl:22])[c:19]2[CH3:20])[cH:23][cH:24]1.[CH3:25][N:26]([CH3:27])[CH:28]=[O:29].[H-:1].[Na+:2].[nH:3]1[cH:4][n:5][cH:6][cH:7]1>>[nH:3]1[c:4]([CH2:21][c:18]2[s:17][c:16]3[c:15]([cH:14][c:13]([C:11]([O:10][CH2:8][CH3:9])=[O:12])[cH:24][cH:23]3)[c:19]2[CH3:20])[n:5][cH:6][cH:7]1.